Dataset: the Open Reaction Database (ORD), a public repository of structured organic reaction records. Task: describe an organic reaction: reactants, conditions, products, and yield Reactants: CSCc1cccc2cc[nH]c12, Cc1ccccc1, CCOC(C)=O, [Cl-], [Cl-], [Cl-], CC(O)(CCO)c1ccc(C(F)(F)F)cc1, [In+3], O. Product: CSCc1cccc2c(C(C)(CCO)c3ccc(C(F)(F)F)cc3)c[nH]c12. RXN SMILES: [CH3:21][S:22][CH2:23][c:24]1[cH:25][cH:26][cH:27][c:28]2[cH:29][cH:30][nH:31][c:32]12.[CH3:34][c:35]1[cH:36][cH:37][cH:38][cH:39][cH:40]1.[CH3:41][CH2:42][O:43][C:44](=[O:45])[CH3:46].[Cl-:17].[Cl-:19].[Cl-:20].[F:1][C:2]([c:3]1[cH:4][cH:5][c:6]([C:9]([CH2:10][CH2:11][OH:12])([CH3:13])[OH:14])[cH:7][cH:8]1)([F:15])[F:16].[In+3:18].[OH2:33]>>[F:1][C:2]([c:3]1[cH:4][cH:5][c:6]([C:9]([CH2:10][CH2:11][OH:12])([CH3:13])[c:29]2[c:28]3[cH:27][cH:26][cH:25][c:24]([CH2:23][S:22][CH3:21])[c:32]3[nH:31][cH:30]2)[cH:7][cH:8]1)([F:15])[F:16]. Reactants: C(C)#N (acetonitrile), S(O)(O)(=O)=O (sulfuric acid), [O-]S(=O)(=O)OOS(=O)(=O)[O-].[K+].[K+] (potassium peroxodisulfate), BrC1=NN(C(C1)C(=O)OCCCCC)C1=NC=CC=C1Cl (pentyl 3-bromo-1-(3-chloropyridin-2-yl)-4,5-dihydro-1H-pyrazole-5-carboxylate). Run in O (water). Reaction conditions: time 15 minute. Yields the product BrC1=NN(C(=C1)C(=O)OCCCCC)C1=NC=CC=C1Cl (pentyl 3-bromo-1-(3-chloropyridin-2-yl)-1H-pyrazole-5-carboxylate). Yield: 47.3%. Reaction SMILES: S(=O)(=O)(O)O.[O-]S(OOS([O-])(=O)=O)(=O)=O.[K+].[K+].[Br:18][C:19]1[CH2:23][CH:22]([C:24]([O:26][CH2:27][CH2:28][CH2:29][CH2:30][CH3:31])=[O:25])[N:21]([C:32]2[C:37]([Cl:38])=[CH:36][CH:35]=[CH:34][N:33]=2)[N:20]=1.C(#N)C>O>[Br:18][C:19]1[CH:23]=[C:22]([C:24]([O:26][CH2:27][CH2:28][CH2:29][CH2:30][CH3:31])=[O:25])[N:21]([C:32]2[C:37]([Cl:38])=[CH:36][CH:35]=[CH:34][N:33]=2)[N:20]=1 |f:1.2.3|. Reported procedure: 0.5 ml of concentrated sulfuric acid and 1.4 g of potassium peroxodisulfate were added to a mixed solution comprising 1.0 g of pentyl 3-bromo-1-(3-chloropyridin-2-yl)-4,5-dihydro-1H-pyrazole-5-carboxylate and 20 ml of acetonitrile, followed by reflux with heating for 3 hours and 20 minutes. After the reaction liquid was stood to cool, the reaction liquid was slowly added to water, followed by stirring for 15 minutes. The mixed liquid was subjected to extraction with ethyl acetate, and the organi...